This data is from the Open Reaction Database (ORD), a public repository of structured organic reaction records. The task is: describe an organic reaction: reactants, conditions, products, and yield Starting materials: CC(=O)[O-], CC(=O)[O-], CCNCC, COC(=O)C(CCSC)NC(=O)c1ccc(Br)cc1-c1ccccc1, C#C[Si](C)(C)C, CCCC[N+](CCCC)(CCCC)CCCC, Cc1ccccc1, [Cu]I, [F-], [Pd+2], c1ccc(P(c2ccccc2)c2ccccc2)cc1, c1ccc(P(c2ccccc2)c2ccccc2)cc1. The product is C#Cc1ccc(C(=O)NC(CCSC)C(=O)OC)c(-c2ccccc2)c1. RXN SMILES: [C:62]([O-:63])(=[O:64])[CH3:65].[C:66]([O-:67])(=[O:68])[CH3:69].[CH2:26]([CH3:27])[NH:28][CH2:29][CH3:30].[CH3:1][O:2][C:3]([CH:4]([NH:5][C:6]([c:7]1[c:8](-[c:14]2[cH:15][cH:16][cH:17][cH:18][cH:19]2)[cH:9][c:10]([Br:13])[cH:11][cH:12]1)=[O:20])[CH2:21][CH2:22][S:23][CH3:24])=[O:25].[CH3:31][Si:32]([C:33]#[CH:34])([CH3:35])[CH3:36].[CH3:38][CH2:39][CH2:40][CH2:41][N+:42]([CH2:43][CH2:44][CH2:45][CH3:46])([CH2:47][CH2:48][CH2:49][CH3:50])[CH2:51][CH2:52][CH2:53][CH3:54].[CH3:55][c:56]1[cH:57][cH:58][cH:59][cH:60][cH:61]1.[Cu:109][I:110].[F-:37].[Pd+2:70].[c:71]1([P:72]([c:73]2[cH:74][cH:75][cH:76][cH:77][cH:78]2)[c:79]2[cH:80][cH:81][cH:82][cH:83][cH:84]2)[cH:85][cH:86][cH:87][cH:88][cH:89]1.[c:90]1([P:91]([c:92]2[cH:93][cH:94][cH:95][cH:96][cH:97]2)[c:98]2[cH:99][cH:100][cH:101][cH:102][cH:103]2)[cH:104][cH:105][cH:106][cH:107][cH:108]1>>[CH3:1][O:2][C:3]([CH:4]([NH:5][C:6]([c:7]1[c:8](-[c:14]2[cH:15][cH:16][cH:17][cH:18][cH:19]2)[cH:9][c:10]([C:26]#[CH:27])[cH:11][cH:12]1)=[O:20])[CH2:21][CH2:22][S:23][CH3:24])=[O:25]. Reactants: C(=O)(O)C=1C(=C(C=CC1)N)N (3-carboxy-1,2-diaminobenzene), CC=1C(=CSC1)N=C=S (4-methyl-3-thienyl isothiocyanate), 12, C(Cl)Cl (methylene chloride), CO (methanol). Solvent: C1CCOC1 (THF). The product is NC1=C(C=CC=C1C(=O)O)NC(=S)NC1=CSC=C1C (N-(2-Amino-3-carboxyphenyl)-N′-(4-methyl-3-thienyl)thiourea). As a reaction SMILES: [C:1]([C:4]1[C:5]([NH2:11])=[C:6]([NH2:10])[CH:7]=[CH:8][CH:9]=1)([OH:3])=[O:2].[CH3:12][C:13]1[C:14]([N:18]=[C:19]=[S:20])=[CH:15][S:16][CH:17]=1.C(Cl)Cl.CO>C1COCC1>[NH2:11][C:5]1[C:4]([C:1]([OH:3])=[O:2])=[CH:9][CH:8]=[CH:7][C:6]=1[NH:10][C:19]([NH:18][C:14]1[C:13]([CH3:12])=[CH:17][S:16][CH:15]=1)=[S:20]. Procedure details: is obtained analogously to the procedure described in example 25 a) from 3-carboxy-1,2-diaminobenzene and 4-methyl-3-thienyl isothiocyanate in anhydrous THF, followed by medium-pressure chromatography on silica gel using a mixture of 12 parts of methylene chloride and 1 part of methanol. Amorphous product. Reactants: ClC=1C=[N+](C=C(C1C[C@H](O)C1=CC(=C(C=C1)OC)OC)Cl)[O-] ((5)-3,5-dichloro-4-(2-(3,4-dimethoxyphenyl)-2-hydroxyethyl)-pyridine 1-oxide), C(=O)C=1C=C(C(=O)O)C=CC1 (3-formylbenzoic acid), Cl.CN(CCCN=C=NCC)C (N-(3-dimethylaminopropyl)-N′-ethylcarbodiimide hydrochloride). Reagents/catalysts: CN(C1=CC=NC=C1)C (4-(dimethylamino)pyridine). Solvent: C(Cl)Cl (DCM). The product is ClC=1C=[N+](C=C(C1C[C@H](OC(C1=CC(=CC=C1)C=O)=O)C1=CC(=C(C=C1)OC)OC)Cl)[O-] ((S)-3,5-dichloro-4-(2-(3,4-dimethoxyphenyl)-2-((3-formylbenzoyl)oxy)ethyl)pyridine 1-oxide). Yield: 90.6%. RXN SMILES: [Cl:1][C:2]1[CH:3]=[N+:4]([O-:22])[CH:5]=[C:6]([Cl:21])[C:7]=1[CH2:8][C@@H:9]([C:11]1[CH:16]=[CH:15][C:14]([O:17][CH3:18])=[C:13]([O:19][CH3:20])[CH:12]=1)[OH:10].[CH:23]([C:25]1[CH:26]=[C:27]([CH:31]=[CH:32][CH:33]=1)[C:28](O)=[O:29])=[O:24].Cl.CN(C)CCCN=C=NCC>CN(C)C1C=CN=CC=1.C(Cl)Cl>[Cl:21][C:6]1[CH:5]=[N+:4]([O-:22])[CH:3]=[C:2]([Cl:1])[C:7]=1[CH2:8][C@@H:9]([C:11]1[CH:16]=[CH:15][C:14]([O:17][CH3:18])=[C:13]([O:19][CH3:20])[CH:12]=1)[O:10][C:28](=[O:29])[C:27]1[CH:31]=[CH:32][CH:33]=[C:25]([CH:23]=[O:24])[CH:26]=1 |f:2.3|. Procedure: A solution of (5)-3,5-dichloro-4-(2-(3,4-dimethoxyphenyl)-2-hydroxyethyl)-pyridine 1-oxide (0.688 g, 2 mmol), 3-formylbenzoic acid (0.300 g, 2 mmol), N-(3-dimethylaminopropyl)-N′-ethylcarbodiimide hydrochloride (0.767 g, 4 mmol) and 4-(dimethylamino)pyridine (0.122 g, 1 mmol) in anhydrous DCM (30 mL) was stirred at RT for 21 hours. The reaction mixture was partitioned between saturated NaHCO3 (20 mL) and DCM (10 mL) and filtered through a phase separator cartridge. The cartridge was washed thoro... The reactants are CCOC(C)=O, Cl, C=[N+]=[N-], [Na+], O=C(COc1ccccc1)NC1C(=O)N2C1SC1CC(=O)OC12C(=O)[O-], O. Product: COC(=O)C12OC(=O)CC1SC1C(NC(=O)COc3ccccc3)C(=O)N12. RXN SMILES: [CH3:28][CH2:29][O:30][C:31](=[O:32])[CH3:33].[ClH:37].[N+:34](=[CH2:35])=[N-:36].[Na+:27].[O:1]=[C:2]1[O:3][C:4]2([C:24](=[O:25])[O-:26])[N:5]3[C:6](=[O:23])[CH:7]([NH:12][C:13]([CH2:14][O:15][c:16]4[cH:17][cH:18][cH:19][cH:20][cH:21]4)=[O:22])[CH:8]3[S:9][CH:10]2[CH2:11]1.[OH2:38]>>[O:1]=[C:2]1[O:3][C:4]2([C:24](=[O:25])[O:26][CH3:28])[N:5]3[C:6](=[O:23])[CH:7]([NH:12][C:13]([CH2:14][O:15][c:16]4[cH:17][cH:18][cH:19][cH:20][cH:21]4)=[O:22])[CH:8]3[S:9][CH:10]2[CH2:11]1. The reactants are CCOC(=O)Cn1ccc2ccc(O)cc21, CCCCP(CCCC)CCCC, OCc1c(C(F)(F)F)cc(-c2ccc(OC(F)(F)F)cc2)nc1CC1CC1. Product: CCOC(=O)Cn1ccc2ccc(OCc3c(C(F)(F)F)cc(-c4ccc(OC(F)(F)F)cc4)nc3CC3CC3)cc21. Reaction SMILES: [CH2:1]([CH3:2])[O:3][C:4]([CH2:5][n:6]1[cH:7][cH:8][c:9]2[cH:10][cH:11][c:12]([OH:15])[cH:13][c:14]12)=[O:16].[CH2:44]([P:45]([CH2:46][CH2:47][CH2:48][CH3:49])[CH2:50][CH2:51][CH2:52][CH3:53])[CH2:54][CH2:55][CH3:56].[CH:17]1([CH2:20][c:21]2[n:22][c:23](-[c:33]3[cH:34][cH:35][c:36]([O:39][C:40]([F:41])([F:42])[F:43])[cH:37][cH:38]3)[cH:24][c:25]([C:29]([F:30])([F:31])[F:32])[c:26]2[CH2:27][OH:28])[CH2:18][CH2:19]1>>[CH2:1]([CH3:2])[O:3][C:4]([CH2:5][n:6]1[cH:7][cH:8][c:9]2[cH:10][cH:11][c:12]([O:15][CH2:27][c:26]3[c:21]([CH2:20][CH:17]4[CH2:18][CH2:19]4)[n:22][c:23](-[c:33]4[cH:34][cH:35][c:36]([O:39][C:40]([F:41])([F:42])[F:43])[cH:37][cH:38]4)[cH:24][c:25]3[C:29]([F:30])([F:31])[F:32])[cH:13][c:14]12)=[O:16].